From a dataset of the Open Reaction Database (ORD), a public repository of structured organic reaction records. describe an organic reaction: reactants, conditions, products, and yield The reactants are OC1=CC=C(C(=O)N)C=C1 (p-hydroxybenzamide), BrCC(=O)OC (methyl bromoacetate), C(=O)([O-])[O-].[K+].[K+] (K2CO3). Run in CN(C)C=O (DMF), O (water). The product is COC(COC1=CC=C(C=C1)C(=O)N)=O (4-Aminocarbonylphenoxyacetic acid methylester). Yield: 63.0%. Reaction SMILES: [OH:1][C:2]1[CH:10]=[CH:9][C:5]([C:6]([NH2:8])=[O:7])=[CH:4][CH:3]=1.Br[CH2:12][C:13]([O:15][CH3:16])=[O:14].C([O-])([O-])=O.[K+].[K+]>CN(C=O)C.O>[CH3:16][O:15][C:13](=[O:14])[CH2:12][O:1][C:2]1[CH:10]=[CH:9][C:5]([C:6]([NH2:8])=[O:7])=[CH:4][CH:3]=1 |f:2.3.4|. Procedure: A mixture of p-hydroxybenzamide (3.43 g), methyl bromoacetate (2.37 ml) and K2CO3 (3.45 g) was stirred for 12 hr in 25 ml of DMF. The reaction mixture was diluted with water (150 ml); the solid was filtered, washed with water, and air dried. Crystallization from ethanol gave 3.3 g (63%) of the title compound as white crystals.